From a dataset of the Open Reaction Database (ORD), a public repository of structured organic reaction records. describe an organic reaction: reactants, conditions, products, and yield The reactants are CO, CNC, CS(C)=O, O=S(=O)(Nc1ccc2c(Cl)nccc2c1)c1ccc(Cl)cc1, O. Yields the product CN(C)c1nccc2cc(NS(=O)(=O)c3ccc(Cl)cc3)ccc12. RXN SMILES: [CH3:23][OH:24].[CH3:25][NH:26][CH3:27].[CH3:29][S:30](=[O:31])[CH3:32].[Cl:1][c:2]1[n:3][cH:4][cH:5][c:6]2[cH:7][c:8]([NH:12][S:13](=[O:14])(=[O:15])[c:16]3[cH:17][cH:18][c:19]([Cl:22])[cH:20][cH:21]3)[cH:9][cH:10][c:11]12.[OH2:28]>>[c:2]1([N:26]([CH3:25])[CH3:27])[n:3][cH:4][cH:5][c:6]2[cH:7][c:8]([NH:12][S:13](=[O:14])(=[O:15])[c:16]3[cH:17][cH:18][c:19]([Cl:22])[cH:20][cH:21]3)[cH:9][cH:10][c:11]12.